From a dataset of the Open Reaction Database (ORD), a public repository of structured organic reaction records. describe an organic reaction: reactants, conditions, products, and yield Starting materials: Br, COC(=O)N1CCC(c2cc(=O)[nH]o2)CC1COC1CCCCC1. The product is O=c1cc(C2CCNC(COC3CCCCC3)C2)o[nH]1. As a reaction SMILES: [BrH:25].[CH:1]1([O:7][CH2:8][CH:9]2[N:10]([C:21]([O:22][CH3:23])=[O:24])[CH2:11][CH2:12][CH:13]([c:15]3[cH:16][c:17](=[O:20])[nH:18][o:19]3)[CH2:14]2)[CH2:2][CH2:3][CH2:4][CH2:5][CH2:6]1>>[CH:1]1([O:7][CH2:8][CH:9]2[NH:10][CH2:11][CH2:12][CH:13]([c:15]3[cH:16][c:17](=[O:20])[nH:18][o:19]3)[CH2:14]2)[CH2:2][CH2:3][CH2:4][CH2:5][CH2:6]1. The reactants are CC(=O)O, CC#CC(c1ccc(SCc2ccccc2C)cc1)C1C(=O)OC(C)(C)OC1=O, Cl, O, OO. Product: CC#CC(c1ccc(S(=O)Cc2ccccc2C)cc1)C1C(=O)OC(C)(C)OC1=O. RXN SMILES: [C:34]([OH:35])(=[O:36])[CH3:37].[CH3:3][C:4]1([CH3:31])[O:5][C:6](=[O:30])[CH:7]([CH:11]([C:12]#[C:13][CH3:14])[c:15]2[cH:16][cH:17][c:18]([S:21][CH2:22][c:23]3[c:24]([CH3:29])[cH:25][cH:26][cH:27][cH:28]3)[cH:19][cH:20]2)[C:8](=[O:10])[O:9]1.[ClH:33].[OH2:32].[OH:1][OH:2]>>[O:1]=[S:21]([c:18]1[cH:17][cH:16][c:15]([CH:11]([CH:7]2[C:6](=[O:30])[O:5][C:4]([CH3:3])([CH3:31])[O:9][C:8]2=[O:10])[C:12]#[C:13][CH3:14])[cH:20][cH:19]1)[CH2:22][c:23]1[c:24]([CH3:29])[cH:25][cH:26][cH:27][cH:28]1. Reactants: O=C(CBr)CCCBr, CCOCC, CN(C)C=O, [H-], [Na+], O, Oc1cccc(-c2ccsc2)c1. Yields the product O=C(CCCBr)COc1cccc(-c2ccsc2)c1. As a reaction SMILES: [Br:15][CH2:16][C:17]([CH2:18][CH2:19][CH2:20][Br:21])=[O:22].[CH2:23]([O:24][CH2:25][CH3:26])[CH3:27].[CH3:28][N:29]([CH3:30])[CH:31]=[O:32].[H-:13].[Na+:14].[OH2:33].[s:1]1[cH:2][c:3](-[c:6]2[cH:7][c:8]([OH:12])[cH:9][cH:10][cH:11]2)[cH:4][cH:5]1>>[s:1]1[cH:2][c:3](-[c:6]2[cH:7][c:8]([O:12][CH2:16][C:17]([CH2:18][CH2:19][CH2:20][Br:21])=[O:22])[cH:9][cH:10][cH:11]2)[cH:4][cH:5]1. The reactants are O=Cc1cc(Br)ccc1F, Cl, [H-], [Na+], CN(C)C=O, O=C(O)Cc1cccc(O)c1. Product: O=Cc1cc(Br)ccc1Oc1cccc(CC(=O)O)c1. As a reaction SMILES: [Br:12][c:13]1[cH:14][cH:15][c:16]([F:21])[c:17]([CH:18]=[O:19])[cH:20]1.[ClH:24].[H-:22].[Na+:23].[O:25]=[CH:26][N:27]([CH3:28])[CH3:29].[OH:1][C:2](=[O:3])[CH2:4][c:5]1[cH:6][cH:7][cH:8][c:9]([OH:10])[cH:11]1>>[OH:1][C:2](=[O:3])[CH2:4][c:5]1[cH:6][cH:7][cH:8][c:9]([O:10][c:16]2[cH:15][cH:14][c:13]([Br:12])[cH:20][c:17]2[CH:18]=[O:19])[cH:11]1. Reactants: O=C([O-])O, C1CCOC1, CCN=C=NCCCN(C)C, CC(C)CC(N)C(=O)Nc1ccc2ncnc(Nc3ccc(OCc4ccccn4)c(Cl)c3)c2c1, Cl, [Na+], C=CC(=O)O, c1ccncc1. Reaction SMILES: [C:53](=[O:54])([OH:55])[O-:56].[CH2:58]1[O:59][CH2:60][CH2:61][CH2:62]1.[CH3:42][N:43]([CH3:44])[CH2:45][CH2:46][CH2:47][N:48]=[C:49]=[N:50][CH2:51][CH3:52].[Cl:1][c:2]1[cH:3][c:4]([NH:16][c:17]2[n:18][cH:19][n:20][c:21]3[cH:22][cH:23][c:24]([NH:27][C:28]([CH:29]([CH2:30][CH:31]([CH3:32])[CH3:33])[NH2:34])=[O:35])[cH:25][c:26]23)[cH:5][cH:6][c:7]1[O:8][CH2:9][c:10]1[n:11][cH:12][cH:13][cH:14][cH:15]1.[ClH:41].[Na+:57].[OH:36][C:37](=[O:38])[CH:39]=[CH2:40].[cH:63]1[cH:64][cH:65][n:66][cH:67][cH:68]1>>[Cl:1][c:2]1[cH:3][c:4]([NH:16][c:17]2[n:18][cH:19][n:20][c:21]3[cH:22][cH:23][c:24]([NH:27][C:28]([CH:29]([CH2:30][CH:31]([CH3:32])[CH3:33])[NH:34][C:37](=[O:36])[CH:39]=[CH2:40])=[O:35])[cH:25][c:26]23)[cH:5][cH:6][c:7]1[O:8][CH2:9][c:10]1[n:11][cH:12][cH:13][cH:14][cH:15]1. Product: C=CC(=O)NC(CC(C)C)C(=O)Nc1ccc2ncnc(Nc3ccc(OCc4ccccn4)c(Cl)c3)c2c1. Reaction SMILES: [F:1][C:2]1[CH:10]=[CH:9][CH:8]=[C:7]([F:11])[C:3]=1[C:4]([OH:6])=O.[CH3:12][C:13]1[N:14]=[C:15]([NH2:24])[S:16][C:17]=1[CH2:18][CH2:19][O:20][N+:21]([O-:23])=[O:22]>>[F:11][C:7]1[CH:8]=[CH:9][CH:10]=[C:2]([F:1])[C:3]=1[C:4]([NH:24][C:15]1[S:16][C:17]([CH2:18][CH2:19][O:20][N+:21]([O-:23])=[O:22])=[C:13]([CH3:12])[N:14]=1)=[O:6]. The reactants are FC1=C(C(=O)O)C(=CC=C1)F (2,6-difluoro-benzoic acid), CC=1N=C(SC1CCO[N+](=O)[O-])N (4-methyl-5-(2-nitrooxy-ethyl)-thiazol-2-ylamine). Isolated yield 72.0%. Yields the product FC1=C(C(=O)NC=2SC(=C(N2)C)CCO[N+](=O)[O-])C(=CC=C1)F (2,6-difluoro-N-[4-methyl-5-(2-nitrooxy-ethyl)-thiazol-2-yl]-benzamide). Reported procedure: Pet-161 was prepared according to the general procedure described hereinabove and the procedure described above for the preparation of Pet-154, using 2,6-difluoro-benzoic acid and 4-methyl-5-(2-nitrooxy-ethyl)-thiazol-2-ylamine (Pet-10) as the starting materials, in an overall yield of 72%. Starting materials: CC1=CC=C(S1)C1C(C1)C(=O)OC(C)(C)C (tert-butyl 2-(5-methylthien-2-yl)cyclopropanecarboxylate), FC(C(=O)O)(F)F (trifluoroacetic acid). The solvent is C(Cl)Cl (CH2Cl2). Reaction conditions: time 10 minute. The product is CC1=CC=C(S1)C1C(C1)C(=O)O (2-(5-Methylthien-2-yl)cyclopropanecarboxylic acid). As a reaction SMILES: [CH3:1][C:2]1[S:6][C:5]([CH:7]2[CH2:9][CH:8]2[C:10]([O:12]C(C)(C)C)=[O:11])=[CH:4][CH:3]=1.FC(F)(F)C(O)=O>C(Cl)Cl>[CH3:1][C:2]1[S:6][C:5]([CH:7]2[CH2:9][CH:8]2[C:10]([OH:12])=[O:11])=[CH:4][CH:3]=1. Procedure: To a solution of tert-butyl 2-(5-methylthien-2-yl)cyclopropanecarboxylate (100 mg, 0.42 mmol) in CH2Cl2 (3 mL) at RT was added trifluoroacetic acid (1 mL). The reaction mixture was stirred at RT for 10 min and concentrated in vacuo. The crude 2-(5-methylthien-2-yl)cyclopropanecarboxylic acid was used without further purification. M.S.(M+1) 182 Starting materials: Clc1ccc(Br)cc1, CCOC(=O)CSc1ccc(O)cc1, Sc1ccc(Oc2ccc(Cl)cc2)cc1, Cl[Cu]Cl, [H-], [Na+], c1ccncc1. Yields the product CCOC(=O)CSc1ccc(Oc2ccc(Cl)cc2)cc1. As a reaction SMILES: [Br:1][c:2]1[cH:3][cH:4][c:5]([Cl:8])[cH:6][cH:7]1.[CH2:9]([CH3:10])[O:11][C:12]([CH2:13][S:14][c:15]1[cH:16][cH:17][c:18]([OH:21])[cH:19][cH:20]1)=[O:22].[Cl:25][c:26]1[cH:27][cH:28][c:29]([O:30][c:31]2[cH:32][cH:33][c:34]([SH:35])[cH:36][cH:37]2)[cH:38][cH:39]1.[Cl:46][Cu:47][Cl:48].[H-:23].[Na+:24].[cH:40]1[cH:41][cH:42][n:43][cH:44][cH:45]1>>[c:2]1([O:21][c:18]2[cH:17][cH:16][c:15]([S:14][CH2:13][C:12]([O:11][CH2:9][CH3:10])=[O:22])[cH:20][cH:19]2)[cH:3][cH:4][c:5]([Cl:8])[cH:6][cH:7]1. Starting materials: [Br-], COCCOC, C[P+](c1ccccc1)(c1ccccc1)c1ccccc1, COC(=O)c1ccc(OC)c(OC2COCCC2=O)c1, [H-], [Na+]. Product: C=C1CCOCC1Oc1cc(C(=O)OC)ccc1OC. As a reaction SMILES: [Br-:29].[CH2:23]([CH2:24][O:25][CH3:26])[O:27][CH3:28].[CH3:30][P+:31]([c:32]1[cH:33][cH:34][cH:35][cH:36][cH:37]1)([c:38]1[cH:39][cH:40][cH:41][cH:42][cH:43]1)[c:44]1[cH:45][cH:46][cH:47][cH:48][cH:49]1.[CH3:3][O:4][c:5]1[c:6]([O:15][CH:16]2[CH2:17][O:18][CH2:19][CH2:20][C:21]2=[O:22])[cH:7][c:8]([C:9](=[O:10])[O:11][CH3:12])[cH:13][cH:14]1.[H-:1].[Na+:2]>>[CH3:3][O:4][c:5]1[c:6]([O:15][CH:16]2[CH2:17][O:18][CH2:19][CH2:20][C:21]2=[CH2:23])[cH:7][c:8]([C:9](=[O:10])[O:11][CH3:12])[cH:13][cH:14]1.